Dataset: the Open Reaction Database (ORD), a public repository of structured organic reaction records. Task: describe an organic reaction: reactants, conditions, products, and yield Starting materials: CCN(CC)C(=O)c1ccc(F)c([N+](=O)[O-])c1, CCO, CCOC(=O)CCN. Product: CCOC(=O)CCNc1ccc(C(=O)N(CC)CC)cc1[N+](=O)[O-]. RXN SMILES: [CH2:1]([CH3:2])[N:3]([C:4]([c:5]1[cH:6][c:7]([N+:12](=[O:13])[O-:14])[c:8]([F:11])[cH:9][cH:10]1)=[O:15])[CH2:16][CH3:17].[CH3:26][CH2:27][OH:28].[NH2:18][CH2:19][CH2:20][C:21](=[O:22])[O:23][CH2:24][CH3:25]>>[CH2:1]([CH3:2])[N:3]([C:4]([c:5]1[cH:6][c:7]([N+:12](=[O:13])[O-:14])[c:8]([NH:18][CH2:19][CH2:20][C:21](=[O:22])[O:23][CH2:24][CH3:25])[cH:9][cH:10]1)=[O:15])[CH2:16][CH3:17]. Reactants: ClC1=CC=C(C=C1)O (4-chlorophenol), C(C)OC(C(C(=O)OCC)Cl)=O (diethylchloromalonate), C([O-])([O-])=O.[K+].[K+] (potassium carbonate). Run in CC(=O)C (acetone). Reaction SMILES: [Cl:1][C:2]1[CH:7]=[CH:6][C:5]([OH:8])=[CH:4][CH:3]=1.[CH2:9]([O:11][C:12](=[O:20])[CH:13](Cl)[C:14]([O:16][CH2:17][CH3:18])=[O:15])[CH3:10].C(=O)([O-])[O-].[K+].[K+]>CC(C)=O>[CH2:9]([O:11][C:12](=[O:20])[CH:13]([O:8][C:5]1[CH:6]=[CH:7][C:2]([Cl:1])=[CH:3][CH:4]=1)[C:14]([O:16][CH2:17][CH3:18])=[O:15])[CH3:10] |f:2.3.4|. Procedure: A mixture of 38.6 g (0.3 mole) of 4-chlorophenol, 70 g (0.36 mole) of diethylchloromalonate and 69.1 g (0.5 mole) of anhydrous potassium carbonate in 750 ml of acetone was heated at reflux for 48 hr, cooled, filtered and the filtrate concentrated. The residue was diluted with 250 ml of ethyl ether and was washed successively with two 100 ml portions of a 1% NaOH solution, once with H2O and once with brine, dried (sodium sulfate) and concentrated to give an oil which gradually crystallized. The s... Product: C(C)OC(C(C(=O)OCC)OC1=CC=C(C=C1)Cl)=O (2-(4-Chlorophenoxy)propanedioic acid diethyl ester). Yield: 84.4%. Reactants: O=C(Cl)OCc1ccccc1, Cl, O=C(O)C1CCNCC1, [Na+], [OH-], O. Yields the product O=C(O)C1CCN(C(=O)OCc2ccccc2)CC1. Reaction SMILES: [CH2:12]([c:13]1[cH:14][cH:15][cH:16][cH:17][cH:18]1)[O:19][C:20](=[O:21])[Cl:22].[ClH:23].[NH:1]1[CH2:2][CH2:3][CH:4]([C:7](=[O:8])[OH:9])[CH2:5][CH2:6]1.[Na+:11].[OH-:10].[OH2:24]>>[N:1]1([C:20]([O:19][CH2:12][c:13]2[cH:14][cH:15][cH:16][cH:17][cH:18]2)=[O:21])[CH2:2][CH2:3][CH:4]([C:7](=[O:8])[OH:9])[CH2:5][CH2:6]1.